From a dataset of the Open Reaction Database (ORD), a public repository of structured organic reaction records. describe an organic reaction: reactants, conditions, products, and yield The reactants are BrCCOc1cccc(-c2noc3ccsc23)c1, O=C([O-])[O-], CC#N, [K+], [K+], NCc1cccnc1. The product is c1cncc(CNCCOc2cccc(-c3noc4ccsc34)c2)c1. RXN SMILES: [Br:1][CH2:2][CH2:3][O:4][c:5]1[cH:6][c:7](-[c:11]2[n:12][o:13][c:14]3[c:15]2[s:16][cH:17][cH:18]3)[cH:8][cH:9][cH:10]1.[C:19](=[O:20])([O-:21])[O-:22].[CH3:33][C:34]#[N:35].[K+:23].[K+:24].[NH2:25][CH2:26][c:27]1[cH:28][n:29][cH:30][cH:31][cH:32]1>>[CH2:2]([CH2:3][O:4][c:5]1[cH:6][c:7](-[c:11]2[n:12][o:13][c:14]3[c:15]2[s:16][cH:17][cH:18]3)[cH:8][cH:9][cH:10]1)[NH:25][CH2:26][c:27]1[cH:28][n:29][cH:30][cH:31][cH:32]1. Reactants: [BH4-].[Na+] (Sodium borohydride), C(C)(=O)C=1OC=C(N1)C(=O)NC[C@H](C)N1N=C(C=C1)C1=C(C(=C(C=C1)C#N)Cl)C ((S)-2-acetyl-N-(2-(3-(3-chloro-4-cyano-2-methylphenyl)-1H-pyrazol-1-yl)propyl)oxazole-4-carboxamide), crude product. Run in C(C)O (ethanol). Conditions: time 8 hour. Yields the product ClC=1C(=C(C=CC1C#N)C1=NN(C=C1)[C@H](CNC(=O)C=1N=C(OC1)C(C)O)C)C (N—((S)-2-(3-(3-chloro-4-cyano-2-methylphenyl)-1H-pyrazol-1-yl)propyl)-2-(1-hydroxyethyl)oxazole-4-carboxamide). The yield is 94.0%. Reaction SMILES: [BH4-].[Na+].[C:3]([C:6]1[O:7][CH:8]=[C:9]([C:11]([NH:13][CH2:14][C@@H:15]([N:17]2[CH:21]=[CH:20][C:19]([C:22]3[CH:27]=[CH:26][C:25]([C:28]#[N:29])=[C:24]([Cl:30])[C:23]=3[CH3:31])=[N:18]2)[CH3:16])=[O:12])[N:10]=1)(=[O:5])[CH3:4]>C(O)C>[Cl:30][C:24]1[C:23]([CH3:31])=[C:22]([C:19]2[CH:20]=[CH:21][N:17]([C@@H:15]([CH3:16])[CH2:14][NH:13][C:11]([C:9]3[N:10]=[C:6]([CH:3]([OH:5])[CH3:4])[O:7][CH:8]=3)=[O:12])[N:18]=2)[CH:27]=[CH:26][C:25]=1[C:28]#[N:29] |f:0.1|. Reported procedure: Sodium borohydride (0.055 g, 1.462 mmol) was added into a flask and the atmosphere was replaced with nitrogen. Dry ethanol was added and the reaction mixture was cooled to 0° C. (S)-2-acetyl-N-(2-(3-(3-chloro-4-cyano-2-methylphenyl)-1H-pyrazol-1-yl)propyl)oxazole-4-carboxamide (0.301 g, 0.731 mmol) was added and the reaction mixture was warmed slowly to RT while stirring overnight. The crude product was cooled to 0° C., the pH was adjusted to 6 and the mixture was evaporated. 5% of methanol/DCM ... The reactants are [Al+3], Cc1ccccc1, CN(C)C=O, O=C1OC(=O)C2CC12, [Cl-], [Cl-], [Cl-]. Yields the product Cc1ccc(C(=O)C2CC2C(=O)O)cc1. RXN SMILES: [Al+3:7].[CH3:10][c:11]1[cH:12][cH:13][cH:14][cH:15][cH:16]1.[CH3:1][N:2]([CH3:3])[CH:4]=[O:5].[CH:17]12[CH:18]([CH2:19]1)[C:20](=[O:21])[O:22][C:23]2=[O:24].[Cl-:6].[Cl-:8].[Cl-:9]>>[CH3:10][c:11]1[cH:12][cH:13][c:14]([C:23]([CH:17]2[CH:18]([C:20](=[O:21])[OH:22])[CH2:19]2)=[O:24])[cH:15][cH:16]1. Reactants: ClC1=NN(C=C1C(=O)N(C)OC)CC1=CC=C(C=C1)OC (3-chloro-N-methoxy-1-(4-methoxybenzyl)-N-methyl-1H-pyrazole-4-carboxamide), N1CCCC1 (pyrrolidine), CCOC(=O)C (AcOEt). Solvent: CN1CCCC1=O (NMP). The product is CON(C(=O)C=1C(=NN(C1)CC1=CC=C(C=C1)OC)N1CCCC1)C (N-methoxy-1-(4-methoxybenzyl)-N-methyl-3-(pyrrolidin-1-yl)-1H-pyrazole-4-carboxamide). Isolated yield 89.7%. RXN SMILES: Cl[C:2]1[C:6]([C:7]([N:9]([O:11][CH3:12])[CH3:10])=[O:8])=[CH:5][N:4]([CH2:13][C:14]2[CH:19]=[CH:18][C:17]([O:20][CH3:21])=[CH:16][CH:15]=2)[N:3]=1.[NH:22]1[CH2:26][CH2:25][CH2:24][CH2:23]1.CCOC(C)=O>CN1C(=O)CCC1>[CH3:12][O:11][N:9]([CH3:10])[C:7]([C:6]1[C:2]([N:22]2[CH2:26][CH2:25][CH2:24][CH2:23]2)=[N:3][N:4]([CH2:13][C:14]2[CH:19]=[CH:18][C:17]([O:20][CH3:21])=[CH:16][CH:15]=2)[CH:5]=1)=[O:8]. Procedure details: According to Scheme 14 Step 1: A solution of 3-chloro-N-methoxy-1-(4-methoxybenzyl)-N-methyl-1H-pyrazole-4-carboxamide (0.97 mmol, 300 mg) and pyrrolidine (14.5 mmol, 1.03 g) in NMP (10 mL) was stirred at 220° C. for 40 minutes under microwave heating. AcOEt was then added and the organic phase was washed with water. The organic layer was dried over MgSO4, was filtered and was concentrated. The crude compound was purified by flash chromatography with silica gel using cyclohexane/AcOEt (100:0 to ... Reactants: CN(N=O)C(=N)N[N+](=O)[O-], CC(=O)O, CCOC(=O)C=Cc1ccc(OC)c(F)c1, [K+], C=[N+]=[N-], CC(=O)[O-], CC(=O)[O-], [OH-], [Pd+2]. Product: CCOC(=O)C1CC1c1ccc(OC)c(F)c1. RXN SMILES: [CH3:1][N:2]([N:3]=[O:4])[C:5]([NH:6][N+:7]([O-:8])=[O:9])=[NH:10].[CH3:41][C:42](=[O:43])[OH:44].[F:16][c:17]1[cH:18][c:19]([CH:25]=[CH:26][C:27](=[O:28])[O:29][CH2:30][CH3:31])[cH:20][cH:21][c:22]1[O:23][CH3:24].[K+:12].[N+:13](=[N-:14])=[CH2:15].[O-:33][C:34]([CH3:35])=[O:36].[O-:37][C:38]([CH3:39])=[O:40].[OH-:11].[Pd+2:32]>>[CH2:15]1[CH:25]([c:19]2[cH:18][c:17]([F:16])[c:22]([O:23][CH3:24])[cH:21][cH:20]2)[CH:26]1[C:27](=[O:28])[O:29][CH2:30][CH3:31]. Starting materials: Cc1ccccc1, O=S(Cl)Cl, O=C(O)c1ccccc1-c1ccccc1, c1ccncc1. The product is O=C(Cl)c1ccccc1-c1ccccc1. RXN SMILES: [CH3:26][c:27]1[cH:28][cH:29][cH:30][cH:31][cH:32]1.[S:22]([Cl:23])([Cl:24])=[O:25].[c:1]1(-[c:10]2[cH:11][cH:12][cH:13][cH:14][cH:15]2)[c:2]([C:7](=[O:8])[OH:9])[cH:3][cH:4][cH:5][cH:6]1.[cH:16]1[cH:17][cH:18][n:19][cH:20][cH:21]1>>[c:1]1(-[c:10]2[cH:11][cH:12][cH:13][cH:14][cH:15]2)[c:2]([C:7](=[O:8])[Cl:24])[cH:3][cH:4][cH:5][cH:6]1.